From a dataset of the Open Reaction Database (ORD), a public repository of structured organic reaction records. describe an organic reaction: reactants, conditions, products, and yield The reactants are C12(C(=O)CC(CC1)C2(C)C)CS(=O)(=O)O.COC(C(N2CC1=C(CC2)SC=C1)C1=C(C=CC=C1)Cl)=O ((+)-(2-chlorophenyl)(6,7-dihydro-4H-thieno[3,2-c]pyridin-5-yl)acetic acid methyl ester (−)-camphorsulfonic acid salt), C(O)([O-])=O.[Na+] (sodium hydrogen carbonate). The solvent is ClCCl (dichloromethane). Product: COC(C(N1CC2=C(CC1)SC=C2)C2=C(C=CC=C2)Cl)=O ((+)-(2-chlorophenyl)(6,7-dihydro-4H-thieno[3,2-c]pyridin-5-yl)acetic acid methyl ester). RXN SMILES: C12(CS(O)(=O)=O)C(C)(C)C(CC1)CC2=O.[CH3:16][O:17][C:18](=[O:36])[CH:19]([C:29]1[CH:34]=[CH:33][CH:32]=[CH:31][C:30]=1[Cl:35])[N:20]1[CH2:25][CH2:24][C:23]2[S:26][CH:27]=[CH:28][C:22]=2[CH2:21]1.C(=O)([O-])O.[Na+]>ClCCl>[CH3:16][O:17][C:18](=[O:36])[CH:19]([C:29]1[CH:34]=[CH:33][CH:32]=[CH:31][C:30]=1[Cl:35])[N:20]1[CH2:25][CH2:24][C:23]2[S:26][CH:27]=[CH:28][C:22]=2[CH2:21]1 |f:0.1,2.3|. Procedure: To the suspension made of 200 g of (+)-(2-chlorophenyl)(6,7-dihydro-4H-thieno[3,2-c]pyridin-5-yl)acetic acid methyl ester (−)-camphorsulfonic acid salt and 800 ml of dichloromethane is added 800 ml of sodium hydrogen carbonate solution. After stirring the organic phase is separated by decantation, dried on sodium sulfate and the solvent is removed in vacuo. The (+)-(2-chlorophenyl)(6,7-dihydro-4H-thieno[3,2-c]pyridin-5-yl)acetic acid methyl ester is obtained as a solution in 800 ml of dichlorome... Starting materials: ClCCl, O=C(OO)c1cccc(Cl)c1, COC=C(C(=O)OC)c1ccccc1C=Cc1ccccc1. The product is COC=C(C(=O)OC)c1ccccc1C1OC1c1ccccc1. RXN SMILES: [CH2:34]([Cl:35])[Cl:36].[Cl:1][c:2]1[cH:3][cH:4][cH:5][c:6]([C:7]([O:8][OH:10])=[O:9])[cH:11]1.[c:12]1([CH:18]=[CH:19][c:20]2[c:21]([C:26]([C:27](=[O:28])[O:29][CH3:30])=[CH:31][O:32][CH3:33])[cH:22][cH:23][cH:24][cH:25]2)[cH:13][cH:14][cH:15][cH:16][cH:17]1>>[O:9]1[CH:18]([c:12]2[cH:13][cH:14][cH:15][cH:16][cH:17]2)[CH:19]1[c:20]1[c:21]([C:26]([C:27](=[O:28])[O:29][CH3:30])=[CH:31][O:32][CH3:33])[cH:22][cH:23][cH:24][cH:25]1. Starting materials: CO, COc1ccc(C=O)cc1, C[N+](=O)[O-], [Na+], [OH-], O. Yields the product COc1ccc(C=C[N+](=O)[O-])cc1. As a reaction SMILES: [CH3:18][OH:19].[CH:1]([c:2]1[cH:3][cH:4][c:5]([O:8][CH3:9])[cH:6][cH:7]1)=[O:10].[N+:11](=[O:12])([O-:13])[CH3:14].[Na+:16].[OH-:15].[OH2:17]>>[CH:1]([c:2]1[cH:3][cH:4][c:5]([O:8][CH3:9])[cH:6][cH:7]1)=[CH:14][N+:11](=[O:12])[O-:13]. Reactants: NC1=NC(=CC=C1)N(C)C (2-amino-6-dimethylaminopyridine), C(C)(=O)OC(C)=O (acetic anhydride). The solvent is C1=CC=CC=C1 (benzene). Yields the product CN(C1=CC=CC(=N1)NC(C)=O)C (N-(6-Dimethylamino-2-pyridyl)acetamide). RXN SMILES: [NH2:1][C:2]1[CH:7]=[CH:6][CH:5]=[C:4]([N:8]([CH3:10])[CH3:9])[N:3]=1.[C:11](OC(=O)C)(=[O:13])[CH3:12]>C1C=CC=CC=1>[CH3:9][N:8]([CH3:10])[C:4]1[N:3]=[C:2]([NH:1][C:11](=[O:13])[CH3:12])[CH:7]=[CH:6][CH:5]=1. Reported procedure: Acetylation of 2-amino-6-dimethylaminopyridine from Part A with acetic anhydride in benzene for 2 hours at reflux gives a quantative yield of the title compound. Melting point is 118°-119°. Reactants: N1(CCNCC1)C1=CC=C(C(=O)OCC)C=C1 (ethyl 4-(piperazin-1-yl)benzoate), FC(CNC(=O)C1(C2=CC=CC=C2C=2C=CC=CC12)CCCCBr)(F)F (4-[9-(2,2,2-Trifluoroethylcarbamoyl)-9H-fluoren-9-yl]butyl bromide). The product is FC(CNC(=O)C1(C2=CC=CC=C2C=2C=CC=CC12)CCCCN1CCN(CC1)C1=CC=C(C(=O)OCC)C=C1)(F)F (ethyl 4-[4-[4-[9-(2,2,2-trifluoroethylcarbamoyl)-9H-fluoren-9-yl]butyl]piperazin-1-yl]benzoate). RXN SMILES: [N:1]1([C:7]2[CH:17]=[CH:16][C:10]([C:11]([O:13][CH2:14][CH3:15])=[O:12])=[CH:9][CH:8]=2)[CH2:6][CH2:5][NH:4][CH2:3][CH2:2]1.[F:18][C:19]([F:43])([F:42])[CH2:20][NH:21][C:22]([C:24]1([CH2:37][CH2:38][CH2:39][CH2:40]Br)[C:36]2[CH:35]=[CH:34][CH:33]=[CH:32][C:31]=2[C:30]2[C:25]1=[CH:26][CH:27]=[CH:28][CH:29]=2)=[O:23]>>[F:18][C:19]([F:42])([F:43])[CH2:20][NH:21][C:22]([C:24]1([CH2:37][CH2:38][CH2:39][CH2:40][N:4]2[CH2:3][CH2:2][N:1]([C:7]3[CH:8]=[CH:9][C:10]([C:11]([O:13][CH2:14][CH3:15])=[O:12])=[CH:16][CH:17]=3)[CH2:6][CH2:5]2)[C:36]2[CH:35]=[CH:34][CH:33]=[CH:32][C:31]=2[C:30]2[C:25]1=[CH:26][CH:27]=[CH:28][CH:29]=2)=[O:23]. Procedure details: Step (b) of Example 1 was repeated, except that the compound prepared in step (a) of Example 80 and the compound prepared in step (a) of Example 87 were used. Thus, ethyl 4-[4-[4-[9-(2,2,2-trifluoroethylcarbamoyl)-9H-fluoren-9-yl]butyl]piperazin-1-yl]benzoate was prepared. The reactants are C1ON2C(=NC=C(C2(N)OC1)F)NC=1C=CC2=C(C=C(O2)CO)C1 (N4-(3,4-ethylenedioxy)-5-fluoro-N2-[2-(hydroxymethyl)benzofuran-5-yl]-2,4-pyrimidinediamine), FC=1C(=NC(=NC1)NC=1C=CC2=C(C=C(O2)C(=O)OC)C1)NC1=CC(=CC=C1)O (5-fluoro-N4-(3-hydroxyphenyl)-N2-[2-(methoxycarbonyl)benzofuran-5-yl]-2,4-pyrimidinediamine), CC(C)C[AlH]CC(C)C (DIBALH). Yields the product FC=1C(=NC(=NC1)NC=1C=CC2=C(C=C(O2)CO)C1)NC1=CC(=CC=C1)O (5-fluoro-N2-[2-(hydroxymethyl)benzofuran-5-yl]-N4-(3-hydroxyphenyl)-2,4-pyrimidinediamine). As a reaction SMILES: C1COC2(N)N(C(NC3C=CC4OC(CO)=CC=4C=3)=NC=C2F)O1.[F:25][C:26]1[C:27]([NH:46][C:47]2[CH:52]=[CH:51][CH:50]=[C:49]([OH:53])[CH:48]=2)=[N:28][C:29]([NH:32][C:33]2[CH:34]=[CH:35][C:36]3[O:40][C:39]([C:41](OC)=[O:42])=[CH:38][C:37]=3[CH:45]=2)=[N:30][CH:31]=1.CC(C[AlH]CC(C)C)C>>[F:25][C:26]1[C:27]([NH:46][C:47]2[CH:52]=[CH:51][CH:50]=[C:49]([OH:53])[CH:48]=2)=[N:28][C:29]([NH:32][C:33]2[CH:34]=[CH:35][C:36]3[O:40][C:39]([CH2:41][OH:42])=[CH:38][C:37]=3[CH:45]=2)=[N:30][CH:31]=1. Reported procedure: In a manner similar to the preparation of N4-(3,4-ethylenedioxy)-5-fluoro-N2-[2-(hydroxymethyl)benzofuran-5-yl]-2,4-pyrimidinediamine, 5-fluoro-N4-(3-hydroxyphenyl)-N2-[2-(methoxycarbonyl)benzofuran-5-yl]-2,4-pyrimidinediamine was reduced with DIBALH to yield 5-fluoro-N2-[2-(hydroxymethyl)benzofuran-5-yl]-N4-(3-hydroxyphenyl)-2,4-pyrimidinediamine. 1H NMR (DMSO-d6): δ 9.37 (s, 1H), 9.17 (s, 1H), 9.12 (s, 1H), 8.06 (d, 1H, J=3.9 Hz), 8.01 (d, 1H, J=1.8 Hz), 7.41–7.35 (m, 2H), 7.26 (d, 1H, J=8.1 H... Starting materials: CC1(CC(C1)(C(=O)OC(C)C)C(=O)OC(C)C)C (Diisopropyl 3,3-dimethylcyclobutane-1,1-dicarboxylate), [OH-].[K+] (KOH). Run in C(C)O (ethanol), O (water). Reaction conditions: temperature 80 celsius, time 16 hour. Yields the product CC1(CC(C1)(C(=O)O)C(=O)O)C (3,3-Dimethylcyclobutane-1,1-dicarboxylic acid). The yield is 89.4%. As a reaction SMILES: [CH3:1][C:2]1([CH3:18])[CH2:5][C:4]([C:12]([O:14]C(C)C)=[O:13])([C:6]([O:8]C(C)C)=[O:7])[CH2:3]1.[OH-].[K+]>C(O)C.O>[CH3:1][C:2]1([CH3:18])[CH2:5][C:4]([C:6]([OH:8])=[O:7])([C:12]([OH:14])=[O:13])[CH2:3]1 |f:1.2|. Procedure: To a stirred solution of Intermediate 285B (1.5 g, 5.85 mmol) in ethanol (20 ml) was added a solution of KOH (1.313 g, 23.41 mmol) in water (10 mL). The resulting solution was stirred at 80° C. for 16 h. The reaction mixture was cooled to RT, quenched with crushed ice and extracted with diethyl ether (2×50 mL). The combined organic layers were dried over Na2SO4 and evaporated to afford Intermediate 285C as a viscous liquid (0.9 g, 89% yield). 1H NMR (400 MHz, DMSO-d6) δ ppm 12.64 (br. s., 2H), 2... Reactants: C(C)(C)(C)OC(=O)N1C=NC(=C1)C=CC(=O)NC1=C(C(=O)OC)C=CC=C1 (Methyl 2-[3-(1-t-butoxycarbonyl-1H-imidazole-4-yl)acrylamido]benzoate), Cl (HCl). Solvent: CO (methanol). Run at time 1 hour. The product is N1C=NC(=C1)C=CC(=O)NC1=C(C(=O)O)C=CC=C1 (2-[3-(1H-imidazole-4-yl)acrylamido]benzoic acid). Yield: 75.6%. RXN SMILES: C(OC([N:8]1[CH:12]=[C:11]([CH:13]=[CH:14][C:15]([NH:17][C:18]2[CH:27]=[CH:26][CH:25]=[CH:24][C:19]=2[C:20]([O:22]C)=[O:21])=[O:16])[N:10]=[CH:9]1)=O)(C)(C)C.Cl>CO>[NH:8]1[CH:12]=[C:11]([CH:13]=[CH:14][C:15]([NH:17][C:18]2[CH:27]=[CH:26][CH:25]=[CH:24][C:19]=2[C:20]([OH:22])=[O:21])=[O:16])[N:10]=[CH:9]1. Reported procedure: Methyl 2-[3-(1-t-butoxycarbonyl-1H-imidazole-4-yl)acrylamido]benzoate (168 mg) was dissolved in methanol (9 ml), 3N.HCl (2 ml) was added. The mixture was stirred at room temperature for 1 hour. Then, methanol was removed and the precipitated solid were filtered. The solid were again dissolved in methanol (9 ml), and 1N-NaOH (0.9 ml) was added. The mixture was reacted with stirring at 70° C. for 1 hour. After removing methanol, the mixture was treated with water and slightly acidified by KHSO4 un... The reactants are CC(=O)O, CO, O=[N+]([O-])c1ccc(S(=O)(=O)C2CCCC2)cc1. Yields the product Nc1ccc(S(=O)(=O)C2CCCC2)cc1. As a reaction SMILES: [CH3:18][C:19](=[O:20])[OH:21].[CH3:22][OH:23].[CH:1]1([S:6](=[O:7])(=[O:8])[c:9]2[cH:10][cH:11][c:12]([N+:15]([O-:16])=[O:17])[cH:13][cH:14]2)[CH2:2][CH2:3][CH2:4][CH2:5]1>>[CH:1]1([S:6](=[O:7])(=[O:8])[c:9]2[cH:10][cH:11][c:12]([NH2:15])[cH:13][cH:14]2)[CH2:2][CH2:3][CH2:4][CH2:5]1. Starting materials: C(C)(C)(C)[SiH2]OC(C1=C(C(=NO1)C1=CC=CC=C1)CO)(C)C ([5-(tert-butyl-dimethyl-silanyloxymethyl)-3-phenyl-isoxazol-4-yl]-methanol), [H-].[Na+] (sodium hydride), ClC1=NC=C(C(=O)OC)C=C1 (methyl 6-chloronicotinate). Solvent: C1CCOC1 (THF), C1CCOC1 (THF). Conditions: time 30 minute. The product is COC(C1=CN=C(C=C1)OCC=1C(=NOC1C(O[SiH2]C(C)(C)C)(C)C)C1=CC=CC=C1)=O (6-[5-(tert-Butyl-dimethyl-silanyloxymethyl)-3-phenyl-isoxazol-4-ylmethoxy]-nicotinic acid methyl ester). Isolated yield 47.4%. RXN SMILES: [C:1]([SiH2:5][O:6][C:7]([CH3:22])([CH3:21])[C:8]1[O:12][N:11]=[C:10]([C:13]2[CH:18]=[CH:17][CH:16]=[CH:15][CH:14]=2)[C:9]=1[CH2:19][OH:20])([CH3:4])([CH3:3])[CH3:2].[H-].[Na+].Cl[C:26]1[CH:35]=[CH:34][C:29]([C:30]([O:32][CH3:33])=[O:31])=[CH:28][N:27]=1>C1COCC1>[CH3:33][O:32][C:30](=[O:31])[C:29]1[CH:34]=[CH:35][C:26]([O:20][CH2:19][C:9]2[C:10]([C:13]3[CH:14]=[CH:15][CH:16]=[CH:17][CH:18]=3)=[N:11][O:12][C:8]=2[C:7]([CH3:22])([CH3:21])[O:6][SiH2:5][C:1]([CH3:4])([CH3:2])[CH3:3])=[N:27][CH:28]=1 |f:1.2|. Procedure details: A solution of [5-(tert-butyl-dimethyl-silanyloxymethyl)-3-phenyl-isoxazol-4-yl]-methanol (4.09 g, 12.8 mmol) in THF (20 mL) was added dropwise to a suspension of sodium hydride (0.73 g of a 55% dispersion in mineral oil, 16.7 mmol). After stirring for 30 min at room temperature, the mixture was cooled in an ice bath and a solution of methyl 6-chloronicotinate (2.20 g, 12.8 mmol) in THF (20 mL) was added dropwise. The ice bath was removed and the reaction mixture was allowed to reach room tempera...